This data is from the Open Reaction Database (ORD), a public repository of structured organic reaction records. The task is: describe an organic reaction: reactants, conditions, products, and yield The reactants are ClCCl (dichloromethane), ClC(=O)OC(C)Cl (1-Chloroethyl chloroformate), CC12C3=CC=CC=C3CCC(N(CC1)C)C2 (1,11-dimethyl-11-aza-tricyclo[8.3.1.0*2,7*]tetradeca-2,4,6-triene), C(=O)(O)[O-].[Na+] (NaHCO3). Run in ClCCCl (1,2-dichloroethane). Reaction conditions: time 8 hour. The product is CC12C3=CC=CC=C3CCC(NCC1)C2 (1-Methyl-11-aza-tricyclo[8.3.1.0*2,7*]tetradeca-2,4,6-triene). RXN SMILES: ClC(OC(Cl)C)=O.[CH3:8][C:9]12[CH2:23][CH:18]([N:19](C)[CH2:20][CH2:21]1)[CH2:17][CH2:16][C:15]1[C:10]2=[CH:11][CH:12]=[CH:13][CH:14]=1.C([O-])(O)=O.[Na+].ClCCl>ClCCCl>[CH3:8][C:9]12[CH2:23][CH:18]([NH:19][CH2:20][CH2:21]1)[CH2:17][CH2:16][C:15]1[C:10]2=[CH:11][CH:12]=[CH:13][CH:14]=1 |f:2.3|. Procedure: 1-Chloroethyl chloroformate (3.8 mL) is added dropwise to a mixture of 1,11-dimethyl-11-aza-tricyclo[8.3.1.0*2,7*]tetradeca-2,4,6-triene (0.75 g) and NaHCO3 (2.9 g) in 1,2-dichloroethane (3.5 mL) chilled in an ice bath. The reaction mixture is warmed to room temperature in the cooling bath and stirred overnight. Then, dichloromethane (20 mL) is added and the precipitate is removed by filtration. The filtrate is concentrated under reduced pressure and the residue is dissolved in methanol (20 mL).... The reactants are C1(=CC=CC=C1)N1C=NC2=C(C1=O)SC=C2C2=CC=CC=C2 (3,7-Diphenylthieno[3,2-d]pyrimidin-4(3H)-one), NC1=C(SC=C1C1=CC=CC=C1)C(=O)OC (methyl 3-amino-4-phenylthiophene-2-carboxylate), C(OCC)(OCC)OCC (triethyl orthoformate), COC=1C=C(N)C=CC1OC (3,4-dimethoxyaniline). Run in C(C)(=O)O (acetic acid). Yields the product COC=1C=C(C=CC1OC)N1C=NC2=C(C1=O)SC=C2C2=CC=CC=C2 (3-(3,4-Dimethoxyphenyl)-7-phenylthieno[3,2-d]pyrimidin-4(3H)-one). The yield is 59.0%. As a reaction SMILES: C1(N2[C:12](=[O:13])[C:11]3[S:14][CH:15]=[C:16]([C:17]4[CH:22]=[CH:21][CH:20]=[CH:19][CH:18]=4)[C:10]=3[N:9]=[CH:8]2)C=CC=CC=1.NC1C(C2C=CC=CC=2)=CSC=1C(OC)=O.C(OCC)(OCC)OCC.[CH3:49][O:50][C:51]1[CH:52]=[C:53]([CH:55]=[CH:56][C:57]=1[O:58][CH3:59])[NH2:54]>C(O)(=O)C>[CH3:49][O:50][C:51]1[CH:52]=[C:53]([N:54]2[C:12](=[O:13])[C:11]3[S:14][CH:15]=[C:16]([C:17]4[CH:22]=[CH:21][CH:20]=[CH:19][CH:18]=4)[C:10]=3[N:9]=[CH:8]2)[CH:55]=[CH:56][C:57]=1[O:58][CH3:59]. Procedure: In the same manner as the synthesis of Compound 1, methyl 3-amino-4-phenylthiophene-2-carboxylate (52 mg, 0.22 mmol), triethyl orthoformate (0.45 ml), 3,4-dimethoxyaniline (62.8 mg, 0.41 mmol), and acetic acid (0.06 ml) were used to give 48 mg (0.13 mmol, 59% yield) of the title compound. Reactants: ONC(=N)C=1C=C2C=NNC2=CC1 (N-hydroxy-1H-indazole-5-carboximidamide), C(#N)C=1C=C(C(=O)O)C=CC1OC(C)C (3-Cyano-4-[(1-methylethyl)oxy]benzoic acid), CCN=C=NCCCN(C)C (EDAC), C=1C=CC2=C(C1)N=NN2O (HOBt). Run in CN(C)C=O (DMF). Run at temperature 80 celsius, time 5 minute. The product is N1N=CC2=CC(=CC=C12)C1=NOC(=N1)C=1C=CC(=C(C#N)C1)OC(C)C (5-[3-(1H-indazol-5-yl)-1,2,4-oxadiazol-5-yl]-2-[(1-methylethyl)oxy]benzonitrile). Isolated yield 32.0%. As a reaction SMILES: [C:1]([C:3]1[CH:4]=[C:5]([CH:9]=[CH:10][C:11]=1[O:12][CH:13]([CH3:15])[CH3:14])[C:6]([OH:8])=O)#[N:2].CCN=C=NCCCN(C)C.C1C=CC2N(O)N=NC=2C=1.O[NH:38][C:39]([C:41]1[CH:42]=[C:43]2[C:47](=[CH:48][CH:49]=1)[NH:46][N:45]=[CH:44]2)=[NH:40]>CN(C=O)C>[NH:46]1[C:47]2[C:43](=[CH:42][C:41]([C:39]3[N:38]=[C:6]([C:5]4[CH:9]=[CH:10][C:11]([O:12][CH:13]([CH3:15])[CH3:14])=[C:3]([CH:4]=4)[C:1]#[N:2])[O:8][N:40]=3)=[CH:49][CH:48]=2)[CH:44]=[N:45]1. Reported procedure: 3-Cyano-4-[(1-methylethyl)oxy]benzoic acid (can be prepared as described in WO2005/58848) (1.52 g), EDAC (2.14 g) and HOBt (1.51 g) were dissolved in DMF (30 ml) and then stirred for 5 minutes. N-hydroxy-1H-indazole-5-carboximidamide (D2) (1.3 g) was added and the reaction was heated to 80° C. for 6 hours and left to cool overnight. The solvent was removed in vacuo and the crude was partitioned between EtOAc and aq. sodium bicarbonate. The organic layer was separated, dried and evaporated to dry... Reactants: ClC=1C=C2C(=CC1)NCC21CN(CC1)C(=O)OC(C)(C)C (t-butyl 5-chlorospiro[indoline-3,3′-pyrrolidine]-1′-carboxylate), NC=1SC(=CN1)C (2-amino-5-methylthiazole), ClC(=O)OC (methyl chloroformate). Yields the product ClC=1C=C2C(=CC1)N(CC21CN(CC1)C(=O)OC)C(NC=1SC(=CN1)C)=O (methyl 5-chloro-1-((5-methylthiazol-2-yl)carbamoyl)spiro[indoline-3,3′-pyrrolidine]-1′-carboxylate). RXN SMILES: [Cl:1][C:2]1[CH:3]=[C:4]2[C:10]3([CH2:14][CH2:13][N:12]([C:15]([O:17][C:18](C)(C)C)=[O:16])[CH2:11]3)[CH2:9][NH:8][C:5]2=[CH:6][CH:7]=1.[NH2:22][C:23]1[S:24][C:25]([CH3:28])=[CH:26][N:27]=1.Cl[C:30](OC)=[O:31]>>[Cl:1][C:2]1[CH:3]=[C:4]2[C:10]3([CH2:14][CH2:13][N:12]([C:15]([O:17][CH3:18])=[O:16])[CH2:11]3)[CH2:9][N:8]([C:30](=[O:31])[NH:22][C:23]3[S:24][C:25]([CH3:28])=[CH:26][N:27]=3)[C:5]2=[CH:6][CH:7]=1. Procedure: The captioned compound was obtained in the form of a white solid by performing the same reactions and/or treatments as those in Examples 1, 2, and 3, with the exceptions that t-butyl 5-chlorospiro[indoline-3,3′-pyrrolidine]-1′-carboxylate was used instead of t-butyl 5-bromospiro[indoline-3,3′-pyrrolidine]-1′-carboxylate, that 2-amino-5-methylthiazole was used instead of 2-amino-5-chlorothiazole hydrochloride, and that methyl chloroformate was used instead of acetyl chloride. Starting materials: CN([SiH](C)C)[Si](C)(C)C, C[Si](C)(C)Cl, CI, CC(=O)O, Cc1c[nH]c(=O)[nH]c1=O. Yields the product Cc1cn(C)c(=O)[nH]c1=O. Reaction SMILES: [CH3:10][SiH:11]([CH3:12])[N:13]([CH3:14])[Si:15]([CH3:16])([CH3:17])[CH3:18].[CH3:19][Si:20]([Cl:21])([CH3:22])[CH3:23].[CH3:24][I:25].[CH3:26][C:27](=[O:28])[OH:29].[nH:1]1[c:2](=[O:3])[nH:4][c:5](=[O:6])[c:7]([CH3:8])[cH:9]1>>[n:1]1([CH3:10])[c:2](=[O:3])[nH:4][c:5](=[O:6])[c:7]([CH3:8])[cH:9]1. Solvent: C1=CC=CC=C1 (benzene). Reaction SMILES: [CH2:1]1[C:10]2[C:5](=[CH:6][CH:7]=[CH:8][CH:9]=2)[C:4](=[O:11])[CH2:3][C:2]21[CH2:16][CH2:15][C:14](=[O:17])[CH2:13][CH2:12]2.C1(C)C=CC(S(O)(=O)=O)=CC=1>C1C=CC=CC=1>[CH2:1]1[C:10]2[CH:5]([CH2:6][CH:7]=[CH:8][CH:9]=2)[C:4](=[O:11])[CH2:3][C:2]21[CH2:16][CH2:15][C:14](=[O:17])[CH2:13][CH2:12]2. The reactants are alkylene glycol, C1(=CC=C(C=C1)S(=O)(=O)O)C (p-toluenesulfonic acid), C1C2(CC(C3=CC=CC=C13)=O)CCC(CC2)=O (3', 4'-dihydrospiro[cyclohexane-1,2'(1'H)-naphthalene]-4', 4-dione), carbonyl. The product is C1C2(CC(C3CC=CC=C13)=O)CCC(CC2)=O (dihydrospiro[cyclohexane-1,2'(1'H)-naphthalene]-4',4 -dione), 4-(ethylene ketal). Procedure: A 3', 4'-dihydrospiro[cyclohexane-1,2'(1'H)-naphthalene]-4', 4-dione (6) obtained in step (6) is monoketalized at the non-conjugated least hindered carbonyl function, e.g., by heating (at reflux) in a solvent such as benzene with an alkylene glycol (in the presence of a catalyst such as p-toluenesulfonic acid), to yield a corresponding 3', 4', -dihydrospiro[cyclohexane-1,2'(1'H)-naphthalene]-4',4 -dione, 4-(ethylene ketal) (7).